From a dataset of the Open Reaction Database (ORD), a public repository of structured organic reaction records. describe an organic reaction: reactants, conditions, products, and yield Reactants: [Br-], O=Cc1cnccc1Br, C1CCOC1, C[Mg+]. The product is CC(O)c1cnccc1Br. RXN SMILES: [Br-:10].[Br:1][c:2]1[c:3]([CH:8]=[O:9])[cH:4][n:5][cH:6][cH:7]1.[CH2:13]1[O:14][CH2:15][CH2:16][CH2:17]1.[CH3:11][Mg+:12]>>[Br:1][c:2]1[c:3]([CH:8]([OH:9])[CH3:11])[cH:4][n:5][cH:6][cH:7]1. Reactants: FC(S(=O)(=O)OC1=CC=C(C=C1)C1=COC2=C1C=C(C=C2)C=2OC(=NN2)C)(F)F (4-[5-(5-methyl-1,3,4-oxadiazol-2-yl)-1-benzofuran-3-yl]phenyl trifluoromethanesulfonate), P(OC)(OC)[O-] (dimethyl phosphite), C(C)(C)N(C(C)C)CC (N,N-diisopropylethylamine). Reagents/catalysts: C=1C=CC(=CC1)[P](C=2C=CC=CC2)(C=3C=CC=CC3)[Pd]([P](C=4C=CC=CC4)(C=5C=CC=CC5)C=6C=CC=CC6)([P](C=7C=CC=CC7)(C=8C=CC=CC8)C=9C=CC=CC9)[P](C=1C=CC=CC1)(C=1C=CC=CC1)C=1C=CC=CC1 (tetrakis(triphenylphosphine)palladium(0)). Run in C1(=CC=CC=C1)C (toluene), C(C)(=O)OCC (ethyl acetate). Yields the product COP(OC)(=O)C1=CC=C(C=C1)C1=COC2=C1C=C(C=C2)C=2OC(=NN2)C (dimethyl[4-[5-(5-methyl-1,3,4-oxadiazol-2-yl)-1-benzofuran-3-yl]phenyl]phosphonate). Yield: 54.9%. Reaction SMILES: FC(F)(F)S(O[C:7]1[CH:12]=[CH:11][C:10]([C:13]2[C:17]3[CH:18]=[C:19]([C:22]4[O:23][C:24]([CH3:27])=[N:25][N:26]=4)[CH:20]=[CH:21][C:16]=3[O:15][CH:14]=2)=[CH:9][CH:8]=1)(=O)=O.[P:30]([O-:35])([O:33][CH3:34])[O:31][CH3:32].C(N(CC)C(C)C)(C)C>C1(C)C=CC=CC=1.C(OCC)(=O)C.C1C=CC([P]([Pd]([P](C2C=CC=CC=2)(C2C=CC=CC=2)C2C=CC=CC=2)([P](C2C=CC=CC=2)(C2C=CC=CC=2)C2C=CC=CC=2)[P](C2C=CC=CC=2)(C2C=CC=CC=2)C2C=CC=CC=2)(C2C=CC=CC=2)C2C=CC=CC=2)=CC=1>[CH3:32][O:31][P:30]([C:7]1[CH:12]=[CH:11][C:10]([C:13]2[C:17]3[CH:18]=[C:19]([C:22]4[O:23][C:24]([CH3:27])=[N:25][N:26]=4)[CH:20]=[CH:21][C:16]=3[O:15][CH:14]=2)=[CH:9][CH:8]=1)(=[O:35])[O:33][CH3:34] |^1:61,63,82,101|. Procedure: A solution of 4-[5-(5-methyl-1,3,4-oxadiazol-2-yl)-1-benzofuran-3-yl]phenyl trifluoromethanesulfonate (391 mg, 0.900 mmol), dimethyl phosphite (0.165 mL, 1.80 mmol), tetrakis(triphenylphosphine)palladium(0) (104 mg, 0.0900 mmol) and N,N-diisopropylethylamine (0.314 mL, 1.80 mmol) in toluene (5 mL) was stirred at 100° C. for 2 hr under an argon atmosphere. After cooling, the reaction mixture was diluted with ethyl acetate, washed with 1M hydrochloric acid and saturated brine, dried over anhydrous... Reactants: CC(=O)Oc1ccccc1S, [Na], C#Cc1cccc(O)c1. Yields the product CC(=O)Oc1ccccc1SC=Cc1cccc(O)c1. RXN SMILES: [C:1]([CH3:2])(=[O:3])[O:4][c:5]1[c:6]([SH:11])[cH:7][cH:8][cH:9][cH:10]1.[Na:21].[OH:12][c:13]1[cH:14][c:15]([C:19]#[CH:20])[cH:16][cH:17][cH:18]1>>[C:1]([CH3:2])(=[O:3])[O:4][c:5]1[c:6]([S:11][CH:20]=[CH:19][c:15]2[cH:14][c:13]([OH:12])[cH:18][cH:17][cH:16]2)[cH:7][cH:8][cH:9][cH:10]1. The reactants are CS(=O)(=O)C=1C=C(C=CC1)C1=CC=C(S1)CNS(=O)(=O)C1=C(C=CC=C1)C(F)(F)F (N-[5-(3-methanesulfonyl-phenyl)-thiophen-2-ylmethyl]-2-trifluoromethyl-benzenesulfonamide), C(C)N(C(CCl)=O)CC (N,N-diethylchloro acetamide), C([O-])([O-])=O.[Cs+].[Cs+] (cesium carbonate). Solvent: CN(C(C)=O)C (N,N-dimethylacetamide). Product: C(C)N(C(CN(S(=O)(=O)C1=C(C=CC=C1)C(F)(F)F)CC=1SC(=CC1)C1=CC(=CC=C1)S(=O)(=O)C)=O)CC (N,N-diethyl-2-[[5-(3-methanesulfonyl-phenyl)-thiophen-2-ylmethyl]-(2-trifluoromethyl-benzenesulfonyl)-amino]-acetamide). Reaction SMILES: [CH3:1][S:2]([C:5]1[CH:6]=[C:7]([C:11]2[S:15][C:14]([CH2:16][NH:17][S:18]([C:21]3[CH:26]=[CH:25][CH:24]=[CH:23][C:22]=3[C:27]([F:30])([F:29])[F:28])(=[O:20])=[O:19])=[CH:13][CH:12]=2)[CH:8]=[CH:9][CH:10]=1)(=[O:4])=[O:3].[CH2:31]([N:33]([CH2:38][CH3:39])[C:34](=[O:37])[CH2:35]Cl)[CH3:32].C(=O)([O-])[O-].[Cs+].[Cs+]>CN(C)C(=O)C>[CH2:31]([N:33]([CH2:38][CH3:39])[C:34](=[O:37])[CH2:35][N:17]([CH2:16][C:14]1[S:15][C:11]([C:7]2[CH:8]=[CH:9][CH:10]=[C:5]([S:2]([CH3:1])(=[O:3])=[O:4])[CH:6]=2)=[CH:12][CH:13]=1)[S:18]([C:21]1[CH:26]=[CH:25][CH:24]=[CH:23][C:22]=1[C:27]([F:30])([F:28])[F:29])(=[O:20])=[O:19])[CH3:32] |f:2.3.4|. Reported procedure: In analogy to example 10, step 3, N-[5-(3-methanesulfonyl-phenyl)-thiophen-2-ylmethyl]-2-trifluoromethyl-benzenesulfonamide (example 27, step 1) was reacted with N,N-diethylchloro acetamide and cesium carbonate in N,N-dimethylacetamide for 1 day at r.t., for 18 h at 50° C. and for 6 h at 100° C. to give N,N-diethyl-2-[[5-(3-methanesulfonyl-phenyl)-thiophen-2-ylmethyl]-(2-trifluoromethyl-benzenesulfonyl)-amino]-acetamide as a light yellow oil. MS: 588.8 ([M+NH4]+) Reactants: O=C([O-])[O-], O=C(Cl)c1ccc(NC(=O)c2ccccc2)cc1, c1ccc2c(c1)CCCN2, CC(C)=O, [K+], [K+], O. Yields the product O=C(Nc1ccc(C(=O)N2CCCc3ccccc32)cc1)c1ccccc1. As a reaction SMILES: [C:11](=[O:12])([O-:13])[O-:14].[C:17]([c:18]1[cH:19][cH:20][cH:21][cH:22][cH:23]1)(=[O:24])[NH:25][c:26]1[cH:27][cH:28][c:29]([C:30](=[O:31])[Cl:32])[cH:33][cH:34]1.[CH2:1]1[CH2:2][NH:3][c:4]2[cH:5][cH:6][cH:7][cH:8][c:9]2[CH2:10]1.[CH3:35][C:36](=[O:37])[CH3:38].[K+:15].[K+:16].[OH2:39]>>[CH2:1]1[CH2:2][N:3]([C:30]([c:29]2[cH:28][cH:27][c:26]([NH:25][C:17]([c:18]3[cH:19][cH:20][cH:21][cH:22][cH:23]3)=[O:24])[cH:34][cH:33]2)=[O:31])[c:4]2[cH:5][cH:6][cH:7][cH:8][c:9]2[CH2:10]1. Starting materials: NC=1C=C(C=CC1)N1CC(NCC1)CO (4-(3-aminophenyl)-2-piperazinemethanol), ClCC1=CC=C(C=C1)N1C(=NC=C1)C (1-[4-(chloromethyl)phenyl]-2-methyl-1H-imidazole). The product is NC=1C=C(C=CC1)N1CC(NCC1)COCC1=CC=C(C=C1)N1C(=NC=C1)C (1-(3-Aminophenyl)-3-[[[4-(2-methyl-1H-imidazol-1-yl)phenyl]methoxy]methyl]piperazine). Reaction SMILES: [NH2:1][C:2]1[CH:3]=[C:4]([N:8]2[CH2:13][CH2:12][NH:11][CH:10]([CH2:14][OH:15])[CH2:9]2)[CH:5]=[CH:6][CH:7]=1.Cl[CH2:17][C:18]1[CH:23]=[CH:22][C:21]([N:24]2[CH:28]=[CH:27][N:26]=[C:25]2[CH3:29])=[CH:20][CH:19]=1>>[NH2:1][C:2]1[CH:3]=[C:4]([N:8]2[CH2:13][CH2:12][NH:11][CH:10]([CH2:14][O:15][CH2:17][C:18]3[CH:19]=[CH:20][C:21]([N:24]4[CH:28]=[CH:27][N:26]=[C:25]4[CH3:29])=[CH:22][CH:23]=3)[CH2:9]2)[CH:5]=[CH:6][CH:7]=1. Reported procedure: In a manner similar to Preparation 19, react 4-(3-aminophenyl)-2-piperazinemethanol with 1-[4-(chloromethyl)phenyl]-2-methyl-1H-imidazole to obtain the title compound. Product: FC(F)(F)c1ccc(COC2CN(C(c3ccccc3)c3ccccc3)C2)cc1. The reactants are FC(F)(F)c1ccc(CBr)cc1, Clc1ccc(COC2CN(C(c3ccccc3)c3ccccc3)C2)cc1, OC1CN(C(c2ccccc2)c2ccccc2)C1. RXN SMILES: [Br:19][CH2:20][c:21]1[cH:22][cH:23][c:24]([C:27]([F:28])([F:29])[F:30])[cH:25][cH:26]1.[Cl:31][c:32]1[cH:33][cH:34][c:35]([CH2:36][O:37][CH:38]2[CH2:39][N:40]([CH:41]([c:42]3[cH:43][cH:44][cH:45][cH:46][cH:47]3)[c:48]3[cH:49][cH:50][cH:51][cH:52][cH:53]3)[CH2:54]2)[cH:55][cH:56]1.[c:1]1([CH:7]([N:8]2[CH2:9][CH:10]([OH:12])[CH2:11]2)[c:13]2[cH:14][cH:15][cH:16][cH:17][cH:18]2)[cH:2][cH:3][cH:4][cH:5][cH:6]1>>[c:1]1([CH:7]([N:8]2[CH2:9][CH:10]([O:12][CH2:20][c:21]3[cH:22][cH:23][c:24]([C:27]([F:28])([F:29])[F:30])[cH:25][cH:26]3)[CH2:11]2)[c:13]2[cH:14][cH:15][cH:16][cH:17][cH:18]2)[cH:2][cH:3][cH:4][cH:5][cH:6]1. The reactants are N[C@@H]1[C@H](CCCC1)O ((1S,2S)-2-aminocyclohexanol), S=C1NC(SC1)=O (4-thioxo-1,3-thiazolidin-2-one). Solvent: C(C)O (ethanol). Yields the product O[C@@H]1[C@H](CCCC1)NC1=NC(SC1)=O (4-{[(1S,2S)-2-hydroxycyclohexyl]amino}thiazol-2(5H)-one). Isolated yield 42.2%. RXN SMILES: [NH2:1][C@H:2]1[CH2:7][CH2:6][CH2:5][CH2:4][C@@H:3]1[OH:8].S=[C:10]1[CH2:14][S:13][C:12](=[O:15])[NH:11]1>C(O)C>[OH:8][C@H:3]1[CH2:4][CH2:5][CH2:6][CH2:7][C@@H:2]1[NH:1][C:10]1[CH2:14][S:13][C:12](=[O:15])[N:11]=1. Procedure details: To a solution of (1S,2S)-2-aminocyclohexanol (1.00 g) in ethanol (30 mL) was added 4-thioxo-1,3-thiazolidin-2-one (1.17 g), and the mixture was heated under reflux overnight. The reaction mixture was concentrated under reduced pressure, and the residue was purified by silica gel column chromatography (ethyl acetate/hexane) to give the title compound (786 mg).